From a dataset of the Open Reaction Database (ORD), a public repository of structured organic reaction records. describe an organic reaction: reactants, conditions, products, and yield Starting materials: C1CCOC1, COC(=O)C=Cc1cnc(N2CCc3c(n(C(=O)OC(C)(C)C)c4ccccc34)C2)nc1, [H][H]. Product: COC(=O)CCc1cnc(N2CCc3c(n(C(=O)OC(C)(C)C)c4ccccc34)C2)nc1. Reaction SMILES: [CH2:35]1[O:36][CH2:37][CH2:38][CH2:39]1.[CH3:1][O:2][C:3]([CH:4]=[CH:5][c:6]1[cH:7][n:8][c:9]([N:12]2[CH2:13][c:14]3[n:15]([C:25](=[O:26])[O:27][C:28]([CH3:29])([CH3:30])[CH3:31])[c:16]4[cH:17][cH:18][cH:19][cH:20][c:21]4[c:22]3[CH2:23][CH2:24]2)[n:10][cH:11]1)=[O:32].[H:33][H:34]>>[CH3:1][O:2][C:3]([CH2:4][CH2:5][c:6]1[cH:7][n:8][c:9]([N:12]2[CH2:13][c:14]3[n:15]([C:25](=[O:26])[O:27][C:28]([CH3:29])([CH3:30])[CH3:31])[c:16]4[cH:17][cH:18][cH:19][cH:20][c:21]4[c:22]3[CH2:23][CH2:24]2)[n:10][cH:11]1)=[O:32]. Reactants: CC=1C=C(C=C(C1)C)C=1NC2=CC=C(C=C2C1)[N+](=O)[O-] (2-(3,5-dimethylphenyl)-5-nitro-1H-indole), [H][H] (hydrogen), C(C)(=O)O (acetic acid), solution. Run in O1CCCC1 (tetrahydrofuran), CO (methanol), O (water). Procedure: To a stirred solution of 2-(3,5-dimethylphenyl)-5-nitro-1H-indole (2 g in a mixture of 55 mL tetrahydrofuran and 20 mL methanol) was added 347 mg of 10% palladium hydroxide on carbon catalyst followed by acetic acid (1 mL of a 30% solution in water). The reaction flask was fitted with a hydrogen balloon, evacuated and recharged with hydrogen (3 times) and stirred at room temperature. After 25 hours the flask was charged with an additional 320 mg catalyst and 1 mL of 30% acetic acid and re-subjec... The reagents and catalysts are [OH-].[OH-].[Pd+2] (palladium hydroxide on carbon). Product: CC=1C=C(C=C(C1)C)C=1NC2=CC=C(C=C2C1)N (2-(3,5-dimethylphenyl)-5-amino-1H-indole). As a reaction SMILES: [CH3:1][C:2]1[CH:3]=[C:4]([C:9]2[NH:10][C:11]3[C:16]([CH:17]=2)=[CH:15][C:14]([N+:18]([O-])=O)=[CH:13][CH:12]=3)[CH:5]=[C:6]([CH3:8])[CH:7]=1.C(O)(=O)C.[H][H]>O1CCCC1.CO.[OH-].[OH-].[Pd+2].O>[CH3:8][C:6]1[CH:5]=[C:4]([C:9]2[NH:10][C:11]3[C:16]([CH:17]=2)=[CH:15][C:14]([NH2:18])=[CH:13][CH:12]=3)[CH:3]=[C:2]([CH3:1])[CH:7]=1 |f:5.6.7|. Starting materials: OCCc1ccc2cc(Br)ccc2c1, N#Cc1ccc(B(O)O)cc1, CC(C)O, [K+], [K+], [K+], O, O=P([O-])([O-])[O-], Cl[Pd]Cl, c1ccc(P(c2ccccc2)c2ccccc2)cc1, c1ccc(P(c2ccccc2)c2ccccc2)cc1. Yields the product N#Cc1ccc(-c2ccc3cc(CCO)ccc3c2)cc1. RXN SMILES: [Br:1][c:2]1[cH:3][c:4]2[cH:5][cH:6][c:7]([CH2:12][CH2:13][OH:14])[cH:8][c:9]2[cH:10][cH:11]1.[C:15](#[N:16])[c:17]1[cH:18][cH:19][c:20]([B:23]([OH:24])[OH:25])[cH:21][cH:22]1.[CH:35]([OH:36])([CH3:37])[CH3:38].[K+:31].[K+:32].[K+:33].[OH2:34].[P:26]([O-:27])([O-:28])([O-:29])=[O:30].[Pd:39]([Cl:40])[Cl:41].[c:42]1([P:43]([c:44]2[cH:45][cH:46][cH:47][cH:48][cH:49]2)[c:50]2[cH:51][cH:52][cH:53][cH:54][cH:55]2)[cH:56][cH:57][cH:58][cH:59][cH:60]1.[c:61]1([P:62]([c:63]2[cH:64][cH:65][cH:66][cH:67][cH:68]2)[c:69]2[cH:70][cH:71][cH:72][cH:73][cH:74]2)[cH:75][cH:76][cH:77][cH:78][cH:79]1>>[c:2]1(-[c:20]2[cH:19][cH:18][c:17]([C:15]#[N:16])[cH:22][cH:21]2)[cH:3][c:4]2[cH:5][cH:6][c:7]([CH2:12][CH2:13][OH:14])[cH:8][c:9]2[cH:10][cH:11]1. Starting materials: CS(C)=O, CI, O=[N+]([O-])c1ccc(F)cc1O, [K+], [OH-], O. The product is COc1cc(F)ccc1[N+](=O)[O-]. As a reaction SMILES: [CH3:12][S:13]([CH3:14])=[O:15].[CH3:16][I:17].[F:1][c:2]1[cH:3][cH:4][c:5]([N+:9](=[O:10])[O-:11])[c:6]([OH:8])[cH:7]1.[K+:19].[OH-:18].[OH2:20]>>[F:1][c:2]1[cH:3][cH:4][c:5]([N+:9](=[O:10])[O-:11])[c:6]([O:8][CH3:12])[cH:7]1. Starting materials: CC(C)(C)[O-].[K+] (potassium tert-butylate), BrC=1C=CC(=C(C1)C(CCO)(C(F)F)NC(CCl)=O)F (N-[1-(5-bromo-2-fluoro-phenyl)-1-difluoromethyl-3-hydroxy-propyl]-2-chloro-acetamide). Solvent: CC(C)(C)O (t-BuOH), C1CCOC1 (THF). The product is BrC=1C=CC(=C(C1)C1(NC(COCC1)=O)C(F)F)F (5-(5-Bromo-2-fluoro-phenyl)-5-difluoromethyl-[1,4]oxazepan-3-one). Reaction SMILES: CC([O-])(C)C.[K+].[Br:7][C:8]1[CH:9]=[CH:10][C:11]([F:26])=[C:12]([C:14]([NH:21][C:22](=[O:25])[CH2:23]Cl)([CH:18]([F:20])[F:19])[CH2:15][CH2:16][OH:17])[CH:13]=1>CC(O)(C)C.C1COCC1>[Br:7][C:8]1[CH:9]=[CH:10][C:11]([F:26])=[C:12]([C:14]2([CH:18]([F:20])[F:19])[CH2:15][CH2:16][O:17][CH2:23][C:22](=[O:25])[NH:21]2)[CH:13]=1 |f:0.1|. Reported procedure: To a refluxing solution of potassium tert-butylate (1.63 g, 14.52 mmol) in 555 ml t-BuOH was added dropwise a solution of) N-[1-(5-bromo-2-fluoro-phenyl)-1-difluoromethyl-3-hydroxy-propyl]-2-chloro-acetamide (2.72 g, 7.26 mmol) in 45 ml THF over a period of 40 minutes. The reaction mixture was cooled down and quenched with 1N HCl. EtOAc was added and the organic layer was washed with brine, dried with Na2SO4 and evaporated. The crude product was crystallized from DCM/TBME to provide the title co... Yields the product O=S(=O)(Nc1cc(Cl)ccc1SCCc1ccccn1)c1cc2ccccc2o1. The reactants are Nc1cc(Cl)ccc1SCCc1ccccn1, c1ccncc1, O=S(=O)(Cl)c1cc2ccccc2o1. Reaction SMILES: [Cl:1][c:2]1[cH:3][cH:4][c:5]([S:9][CH2:10][CH2:11][c:12]2[n:13][cH:14][cH:15][cH:16][cH:17]2)[c:6]([NH2:7])[cH:8]1.[cH:31]1[cH:32][cH:33][n:34][cH:35][cH:36]1.[o:18]1[c:19]([S:27](=[O:28])(=[O:29])[Cl:30])[cH:20][c:21]2[c:22]1[cH:23][cH:24][cH:25][cH:26]2>>[Cl:1][c:2]1[cH:3][cH:4][c:5]([S:9][CH2:10][CH2:11][c:12]2[n:13][cH:14][cH:15][cH:16][cH:17]2)[c:6]([NH:7][S:27]([c:19]2[o:18][c:22]3[c:21]([cH:20]2)[cH:26][cH:25][cH:24][cH:23]3)(=[O:28])=[O:29])[cH:8]1. Starting materials: NCCN (1,2-diaminoethane), C1(CC(C)O1)=O (β-butyrolactone), desired base. Solvent: O (water). Reaction conditions: time 4 day. The product is OC(CC(=O)NCCN)C (2-(3-Hydroxybutanoylamino)-ethylamine). As a reaction SMILES: [NH2:1][CH2:2][CH2:3][NH2:4].[C:5]1(=[O:10])[O:9][CH:7]([CH3:8])[CH2:6]1>O>[OH:9][CH:7]([CH3:8])[CH2:6][C:5]([NH:1][CH2:2][CH2:3][NH2:4])=[O:10]. Procedure: 192 ml. 1,2-diaminoethane are mixed with 60 ml. water and, with stirring and gentle cooling at 20°-30° C., 74 ml. β-butyrolactone are added dropwise thereto. After 4 days, the reaction mixture is distilled off in a vacuum and the crystal slurry obtained is dried over sulphuric acid in a desiccator. There are obtained 122.4 g. (93% of theory) of the desired base; m.p. 71°-73° C. The reactants are I.I.C1(CCCCC1)N(C(=N)N)CCCCCCCCNCCCCCCCCC1CCCCC1 (1,17-biscyclohexylguanidino-9-azaheptadecane dihydroiodide), CO.O (methanol water), ion. Product: C(C)(=O)O.C(C)(=O)O.C(C)(=O)O.C1(CCCCC1)N(C(=N)N)CCCCCCCCNCCCCCCCCC1CCCCC1 (1,17-Biscyclohexylguanidino-9-azaheptadecane triacetate). As a reaction SMILES: I.I.[CH:3]1([N:9]([CH2:13][CH2:14][CH2:15][CH2:16][CH2:17][CH2:18][CH2:19][CH2:20][NH:21][CH2:22][CH2:23][CH2:24][CH2:25][CH2:26][CH2:27][CH2:28][CH2:29][CH:30]2[CH2:35][CH2:34][CH2:33][CH2:32][CH2:31]2)[C:10]([NH2:12])=[NH:11])[CH2:8][CH2:7][CH2:6][CH2:5][CH2:4]1.[CH3:36][OH:37].[OH2:38]>>[C:36]([OH:38])(=[O:37])[CH3:3].[C:36]([OH:38])(=[O:37])[CH3:3].[C:36]([OH:38])(=[O:37])[CH3:3].[CH:3]1([N:9]([CH2:13][CH2:14][CH2:15][CH2:16][CH2:17][CH2:18][CH2:19][CH2:20][NH:21][CH2:22][CH2:23][CH2:24][CH2:25][CH2:26][CH2:27][CH2:28][CH2:29][CH:30]2[CH2:35][CH2:34][CH2:33][CH2:32][CH2:31]2)[C:10]([NH2:12])=[NH:11])[CH2:4][CH2:5][CH2:6][CH2:7][CH2:8]1 |f:0.1.2,3.4,5.6.7.8|. Procedure details: 10.2 g (0.011 mol) of 1,17-biscyclohexylguanidino-9-azaheptadecane dihydroiodide in 150 ml of methanol/water (1:1) were filtered through a column containing 250 g of ion exchanger (OH- form). The free guanidine base obtained after working up was dissolved in methanol and converted into the triacetate with excess glacial acetic acid.